This data is from the Open Reaction Database (ORD), a public repository of structured organic reaction records. The task is: describe an organic reaction: reactants, conditions, products, and yield Reactants: CO, Cc1ccc(Cl)cc1C1NC(=O)CC(c2cc(C#C[Si](C)(C)C)ccc2OCC2(C)COC2)C12C(=O)Nc1cc(Cl)ccc12, [K+], [K+], O=C([O-])[O-]. Yields the product C#Cc1ccc(OCC2(C)COC2)c(C2CC(=O)NC(c3cc(Cl)ccc3C)C23C(=O)Nc2cc(Cl)ccc23)c1. Reaction SMILES: [CH3:51][OH:52].[Cl:1][c:2]1[cH:3][cH:4][c:5]2[c:9]([cH:10]1)[NH:8][C:7](=[O:11])[C:6]21[CH:12]([c:37]2[c:38]([CH3:44])[cH:39][cH:40][c:41]([Cl:43])[cH:42]2)[NH:13][C:14](=[O:36])[CH2:15][CH:16]1[c:17]1[c:18]([O:29][CH2:30][C:31]2([CH3:35])[CH2:32][O:33][CH2:34]2)[cH:19][cH:20][c:21]([C:23]#[C:24][Si:25]([CH3:26])([CH3:27])[CH3:28])[cH:22]1.[K+:45].[K+:46].[O-:47][C:48]([O-:49])=[O:50]>>[Cl:1][c:2]1[cH:3][cH:4][c:5]2[c:9]([cH:10]1)[NH:8][C:7](=[O:11])[C:6]21[CH:12]([c:37]2[c:38]([CH3:44])[cH:39][cH:40][c:41]([Cl:43])[cH:42]2)[NH:13][C:14](=[O:36])[CH2:15][CH:16]1[c:17]1[c:18]([O:29][CH2:30][C:31]2([CH3:35])[CH2:32][O:33][CH2:34]2)[cH:19][cH:20][c:21]([C:23]#[CH:24])[cH:22]1. Starting materials: ClC1=NC=CC(=N1)N1CCC2(OCCO2)CC1 (8-(2-chloro-pyrimidin-4-yl)-1,4-dioxa-8-aza-spiro[4.5]decane), C(C1=CC=CC=C1)N (benzylamine). Solvent: O (water). Reaction conditions: temperature 150 celsius. The product is C(C1=CC=CC=C1)NC1=NC=CC(=N1)N1CCC2(OCCO2)CC1 (benzyl-[4-(1,4-dioxa-8-aza-spiro[4.5]dec-8-yl)-pyrimidin-2-yl]amine). Reaction SMILES: Cl[C:2]1[N:7]=[C:6]([N:8]2[CH2:17][CH2:16][C:11]3([O:15][CH2:14][CH2:13][O:12]3)[CH2:10][CH2:9]2)[CH:5]=[CH:4][N:3]=1.[CH2:18]([NH2:25])[C:19]1[CH:24]=[CH:23][CH:22]=[CH:21][CH:20]=1>O>[CH2:18]([NH:25][C:2]1[N:7]=[C:6]([N:8]2[CH2:17][CH2:16][C:11]3([O:15][CH2:14][CH2:13][O:12]3)[CH2:10][CH2:9]2)[CH:5]=[CH:4][N:3]=1)[C:19]1[CH:24]=[CH:23][CH:22]=[CH:21][CH:20]=1. Reported procedure: A mixture of 8 g 8-(2-chloro-pyrimidin-4-yl)-1,4-dioxa-8-aza-spiro[4.5]decane 8a) and 7.2 ml benzylamine is heated for 2 hours at 150° C., then cooled, admixed with 20 ml water and the aqueous solution is extracted three times with 20 ml methylene chloride each time. After drying the combined organic phases over sodium sulfate and removing the solvent, the residue is washed with cold isohexane. In this way 9.6 g benzyl-[4-(1,4-dioxa-8-aza-spiro[4.5]dec-8-yl)-pyrimidin-2-yl]amine is obtained as a... Reactants: ClCCl, COC(=O)c1cc(Cl)ccc1NC(=O)COCC(=O)Nc1sc(C)c(-c2ccccc2)c1C(=O)OC(C)(C)C, O=C(O)C(F)(F)F. Product: COC(=O)c1cc(Cl)ccc1NC(=O)COCC(=O)Nc1sc(C)c(-c2ccccc2)c1C(=O)O. Reaction SMILES: [CH2:47]([Cl:48])[Cl:49].[Cl:1][c:2]1[cH:3][c:4]([C:36](=[O:37])[O:38][CH3:39])[c:5]([NH:8][C:9]([CH2:10][O:11][CH2:12][C:13](=[O:14])[NH:15][c:16]2[s:17][c:18]([CH3:34])[c:19](-[c:28]3[cH:29][cH:30][cH:31][cH:32][cH:33]3)[c:20]2[C:21](=[O:22])[O:23][C:24]([CH3:25])([CH3:26])[CH3:27])=[O:35])[cH:6][cH:7]1.[F:40][C:41]([F:42])([F:43])[C:44]([OH:45])=[O:46]>>[Cl:1][c:2]1[cH:3][c:4]([C:36](=[O:37])[O:38][CH3:39])[c:5]([NH:8][C:9]([CH2:10][O:11][CH2:12][C:13](=[O:14])[NH:15][c:16]2[s:17][c:18]([CH3:34])[c:19](-[c:28]3[cH:29][cH:30][cH:31][cH:32][cH:33]3)[c:20]2[C:21](=[O:22])[OH:23])=[O:35])[cH:6][cH:7]1. Reactants: ClC=1C=CC2=C(NC(C(=C(C2=O)C=CC(=O)N(C)C2=CC=CC=C2)OC)=O)C1 (8-Chloro-4-[2-(phenyl-N-methylaminocarbonyl)ethenyl]-3-methoxy-2,5-dioxo-2,5-dihydro-1H-benz[b]azepine), C([O-])(O)=O.[Na+] (sodium bicarbonate), Cl (hydrochloric acid), B(Br)(Br)Br (boron tribromide), rust. Run in C(Cl)Cl (methylene chloride). Conditions: time 1 hour. Product: ClC=1C=CC2=C(NC(C(=C(C2=O)/C=C/C(=O)N(C2=CC=CC=C2)C)O)=O)C1 ((E)-3-(8-Chloro-3-hydroxy-2,5-dioxo-2,5-dihydro-1H-benzo[b]azepin-4-yl)-N-methyl-N-phenylacrylamide). The yield is 58.1%. RXN SMILES: [Cl:1][C:2]1[CH:3]=[CH:4][C:5]2[C:11](=[O:12])[C:10]([CH:13]=[CH:14][C:15]([N:17]([C:19]3[CH:24]=[CH:23][CH:22]=[CH:21][CH:20]=3)[CH3:18])=[O:16])=[C:9]([O:25]C)[C:8](=[O:27])[NH:7][C:6]=2[CH:28]=1.B(Br)(Br)Br.C(=O)(O)[O-].[Na+].Cl>C(Cl)Cl>[Cl:1][C:2]1[CH:3]=[CH:4][C:5]2[C:11](=[O:12])[C:10](/[CH:13]=[CH:14]/[C:15]([N:17]([CH3:18])[C:19]3[CH:20]=[CH:21][CH:22]=[CH:23][CH:24]=3)=[O:16])=[C:9]([OH:25])[C:8](=[O:27])[NH:7][C:6]=2[CH:28]=1 |f:2.3|. Reported procedure: 8-Chloro-4-[2-(phenyl-N-methylaminocarbonyl)ethenyl]-3-methoxy-2,5-dioxo-2,5-dihydro-1H-benz[b]azepine (0.150 g) was suspended in methylene chloride (10 mL) under nitrogen. This suspension was treated in one portion with boron tribromide (285 mg, 1.07 μL) via syringe at ambient temperature. The mixture immediately went from a buff suspension to a rust red mixture. Stirring was continued for one hour. The mixture was then treated with saturated aqueous sodium bicarbonate (10 mL) and the pH of the... The reactants are COc1cccc2cc(C(=O)O)ccc12, O=C(Cl)C(=O)Cl, ClCCl, [N-]=[N+]=[N-], [Na+], [Na+], CN(C)C=O, [OH-], O. Product: COc1cccc2cc(N)ccc12. Reaction SMILES: [CH3:1][O:2][c:3]1[c:4]2[cH:5][cH:6][c:7]([C:13]([OH:14])=[O:15])[cH:8][c:9]2[cH:10][cH:11][cH:12]1.[Cl:21][C:22]([C:23]([Cl:24])=[O:25])=[O:26].[Cl:34][CH2:35][Cl:36].[N-:28]=[N+:29]=[N-:30].[Na+:27].[Na+:32].[O:16]=[CH:17][N:18]([CH3:19])[CH3:20].[OH-:31].[OH2:33]>>[CH3:1][O:2][c:3]1[c:4]2[cH:5][cH:6][c:7]([NH2:18])[cH:8][c:9]2[cH:10][cH:11][cH:12]1.